describe an organic reaction: reactants, conditions, products, and yield From a dataset of the Open Reaction Database (ORD), a public repository of structured organic reaction records. Starting materials: C(C)(C)(C)OC(NCCCNC1=NC(=NC=C1C(=O)F)Cl)=O (tert-Butyl[3-(2-chloro-5-fluorocarbonylpyrimidin-4-ylamino)propyl]-carbamate), [H-].[Na+] (sodium hydride), C(#N)CC(=O)N (cyanoacetamide), [H-].[Na+] (sodium hydride). The solvent is CN(C)C=O (DMF), CN(C)C=O (DMF). Reaction conditions: temperature 3.5 celsius, time 15 minute. The product is C(C)(C)(C)OC(NCCCN1C(=C(C(C2=C1N=C(N=C2)Cl)=O)C(N)=O)N)=O (tert-Butyl[3-(7-amino-6-carbamoyl-2-chloro-5-oxo-5H-pyrido[2,3-d]pyrimidin-8-yl)propyl]carbamate). The yield is 64.0%. Reaction SMILES: [C:1]([CH2:3][C:4]([NH2:6])=[O:5])#[N:2].[H-].[Na+].[C:9]([O:13][C:14](=[O:30])[NH:15][CH2:16][CH2:17][CH2:18][NH:19][C:20]1[C:25]([C:26](F)=[O:27])=[CH:24][N:23]=[C:22]([Cl:29])[N:21]=1)([CH3:12])([CH3:11])[CH3:10]>CN(C=O)C>[C:9]([O:13][C:14](=[O:30])[NH:15][CH2:16][CH2:17][CH2:18][N:19]1[C:20]2[N:21]=[C:22]([Cl:29])[N:23]=[CH:24][C:25]=2[C:26](=[O:27])[C:3]([C:4](=[O:5])[NH2:6])=[C:1]1[NH2:2])([CH3:12])([CH3:11])[CH3:10] |f:1.2|. Procedure details: To a solution, cooled to 2-5°C. on an ice bath, of 1.21 g (14.39 mmol) of cyanoacetamide in 20 mL of anhydrous DMF are added portionwise 1.73 g (43.17 mmol) of 60% sodium hydride. The mixture is stirred for 15 minutes at 2-5°C., and this suspension is then added rapidly to the solution of 4.56 g (13.70 mmol) of the acid fluoride prepared in step 11.2 in 30 mL of anhydrous DMF, precooled to 2-5°C. on an ice bath. The mixture is stirred overnight at room temperature and then cooled to 2-5°C., and ... The reactants are BrC=1C=C(C=C2C=CNC12)[N+](=O)[O-] (7-bromo-5-nitroindole), NN (hydrazine), C(Cl)(Cl)Cl (CHCl3). The reagents and catalysts are [Pd] (Pd/C). Run in C(C)(C)O (isopropanol). Product: BrC=1C=C(C=C2C=CNC12)N (7-Bromo-5-aminoindole). Isolated yield 71.4%. As a reaction SMILES: [Br:1][C:2]1[CH:3]=[C:4]([N+:11]([O-])=O)[CH:5]=[C:6]2[C:10]=1[NH:9][CH:8]=[CH:7]2.NN.C(Cl)(Cl)Cl>C(O)(C)C.[Pd]>[Br:1][C:2]1[CH:3]=[C:4]([NH2:11])[CH:5]=[C:6]2[C:10]=1[NH:9][CH:8]=[CH:7]2. Procedure: A solution of 7-bromo-5-nitroindole (0.68 g, 2.8 mmol), hydrazine (1.0 mL, 31 mmol) and 10% Pd/C (50 mg) in 50 mL of isopropanol was stirred at reflux for 2 h. The reaction mixture was filtered and concentrated in vacuo, yielding oily residue which was subjected to column chromatography (CHCl3, neat) to produce 0.41 g (2.0 mmol, 70%) of the desired product. Reactants: [H-].[Na+] (sodium hydride), BrCC1=C(C=CC(=C1)Cl)[N+](=O)[O-] (2-(bromomethyl)-4-chloro-1-nitro-benzene), CCCC(C)C (iso-hexane), BrC=1C=C(NC1)C(=O)OCC (ethyl 4-bromo-1H-pyrrole-2-carboxylate). Solvent: CN(C(C)=O)C (N,N-dimethylacetamide). Run at time 15 minute. The product is BrC=1C=C(N(C1)CC1=C(C=CC(=C1)Cl)[N+](=O)[O-])C(=O)OCC (ethyl 4-bromo-1-(5-chloro-2-nitrobenzyl)-1H-pyrrole-2-carboxylate). Reaction SMILES: [H-].[Na+].CCCC(C)C.[Br:9][C:10]1[CH:11]=[C:12]([C:15]([O:17][CH2:18][CH3:19])=[O:16])[NH:13][CH:14]=1.Br[CH2:21][C:22]1[CH:27]=[C:26]([Cl:28])[CH:25]=[CH:24][C:23]=1[N+:29]([O-:31])=[O:30]>CN(C)C(=O)C>[Br:9][C:10]1[CH:11]=[C:12]([C:15]([O:17][CH2:18][CH3:19])=[O:16])[N:13]([CH2:21][C:22]2[CH:27]=[C:26]([Cl:28])[CH:25]=[CH:24][C:23]=2[N+:29]([O-:31])=[O:30])[CH:14]=1 |f:0.1|. Procedure: Wash 60% mineral oil suspended sodium hydride (1.2 equiv; 1.1 g, 27.52 mmoles) with a small amount of iso-hexane (×2). Suspend in N,N-dimethylacetamide (15 mL) and chill in an ice-bath. Add ethyl 4-bromo-1H-pyrrole-2-carboxylate (5.0 g, 22.93 mmoles) portionwise over 15 minutes allowing gas evolution to subside between additions. Stir at room temperature for 15 minutes to give a brown solution. Add 2-(bromomethyl)-4-chloro-1-nitro-benzene (1.15 equiv; 6.61 g, 26.37 mmoles) in portions over 15 mi... Reactants: OCCNCCNCCO (N,N′-bis(2-hydroxyethyl)-ethylenediamine), C1(=CC=C(C=C1)S(=O)(=O)Cl)C (toluene-4-sulfonyl chloride), crude product, ice, Cl (hydrochloric acid). Solvent: N1=CC=CC=C1 (pyridine), CO (methanol), N1=CC=CC=C1 (pyridine). Reaction conditions: time 4 hour. The product is S(=O)(=O)(C1=CC=C(C)C=C1)C(C(NCCO)(S(=O)(=O)C1=CC=C(C)C=C1)S(=O)(=O)C1=CC=C(C)C=C1)(NCCO)S(=O)(=O)C1=CC=C(C)C=C1 (Tetratosyl-N,N′-bis(2-hydroxyethyl)ethylene diamine). RXN SMILES: [OH:1][CH2:2][CH2:3][NH:4][CH2:5][CH2:6][NH:7][CH2:8][CH2:9][OH:10].[C:11]1([CH3:21])[CH:16]=[CH:15][C:14]([S:17](Cl)(=[O:19])=[O:18])=[CH:13][CH:12]=1.Cl>N1C=CC=CC=1.CO>[S:17]([C:6]([S:17]([C:14]1[CH:15]=[CH:16][C:11]([CH3:21])=[CH:12][CH:13]=1)(=[O:19])=[O:18])([NH:7][CH2:8][CH2:9][OH:10])[C:5]([S:17]([C:14]1[CH:15]=[CH:16][C:11]([CH3:21])=[CH:12][CH:13]=1)(=[O:19])=[O:18])([S:17]([C:14]1[CH:15]=[CH:16][C:11]([CH3:21])=[CH:12][CH:13]=1)(=[O:19])=[O:18])[NH:4][CH2:3][CH2:2][OH:1])([C:14]1[CH:15]=[CH:16][C:11]([CH3:21])=[CH:12][CH:13]=1)(=[O:19])=[O:18]. Procedure: N,N′-bis(2-hydroxyethyl)-ethylenediamine (Aldrich, 14.8 g, 100 mmol) and pyridine (Fluka, 200 mL) was stirred at 0° C. under nitrogen while a solution of toluene-4-sulfonyl chloride (Fluka, 77 g, 400 mmol) dissolved in pyridine (Fluka, 100 mL) was dropped into the solution over a period of 75 minutes. The temperature was slowly raised to room temperature and continued stiffed for 4 hours. Solution was poured into a mixture of ice (250 mL) and hydrochloric acid (concentrated, 250 mL) while stirri... Reactants: C(C)OC(=O)C=1C=C2C(=C(C=NC2=CC1)C#N)CCCC (3-cyano-4-butyl-quinoline-6-carboxylic acid ethyl ester), [BH4-].[Li+] (lithium borohydride). The product is OCC=1C=C2C(C(=CNC2=CC1)C#N)CCCC (6-hydroxymethyl-4-butyl-1,4-dihydro-quinoline-3-carbonitrile). As a reaction SMILES: C([O:3][C:4]([C:6]1[CH:7]=[C:8]2[C:13](=[CH:14][CH:15]=1)[N:12]=[CH:11][C:10]([C:16]#[N:17])=[C:9]2[CH2:18][CH2:19][CH2:20][CH3:21])=O)C.[BH4-].[Li+]>>[OH:3][CH2:4][C:6]1[CH:7]=[C:8]2[C:13](=[CH:14][CH:15]=1)[NH:12][CH:11]=[C:10]([C:16]#[N:17])[CH:9]2[CH2:18][CH2:19][CH2:20][CH3:21] |f:1.2|. Procedure: Similar procedure as described in example 46e was used, starting from 3-cyano-4-butyl-quinoline-6-carboxylic acid ethyl ester (example 49a) and lithium borohydride to give 6-hydroxymethyl-4-butyl-1,4-dihydro-quinoline-3-carbonitrile as a yellow solid. LC-MS m/e 243 (MH+). Starting materials: NC=1C(=CC=CC1)C (toluidine), N(=O)O (nitrous acid), NC(=O)N (Urea), Cl (HCl), diazo, Cl (HCl), N(=O)[O-].[Na+] (NaNO2), N1C(C=CC=C1)=O (pyridone). The solvent is [OH-].[Na+] (NaOH). Run at temperature 0 celsius. Yields the product C(C(C)(C)C)(=O)NN1C(C=CC=C1)=O (1-pivalamidopyridone). Reaction SMILES: N[C:2]1[C:3]([CH3:8])=[CH:4]C=CC=1.Cl.N([O-])=O.[Na+].[NH2:14][C:15](N)=[O:16].N(O)=O.[NH:21]1[CH:26]=[CH:25][CH:24]=[CH:23][C:22]1=[O:27]>[OH-].[Na+]>[C:15]([NH:14][N:21]1[CH:26]=[CH:25][CH:24]=[CH:23][C:22]1=[O:27])(=[O:16])[C:3]([CH3:8])([CH3:4])[CH3:2] |f:2.3,7.8|. Procedure details: The toluidine compound was suspended in the HCl, cooled to 0° C. and diazotized by the addition of the NaNO2. Stirring was continued until all the solid was in solution (about 2 hours). Urea was added to decompose any excess nitrous acid. The pyridone compound was dissolved in the NaOH, cooled and the diazo solution added slowly. After 2 hours the mixture was acidified with HCl to pH5 and the dye filtered off and washed with water. Yield: 52 g. Recrystallization from ethanol gave an analytical s... Reactants: CCOC(=O)C (EtOAc), ClC=1C(=NC=CC1)I (3-Chloro-2-iodopyridine), 1,1-Bis(diphenylphosphino)ferrocene-palladium(11)dichloride dichloromethane, C(C(C)C)B(O)O (isobutylboronic acid), C([O-])([O-])=O.[K+].[K+] (potassium carbonate). The reagents and catalysts are [Ag]=O (silver oxide). Solvent: C1CCOC1 (THF). Run at temperature 75 celsius. Product: ClC=1C(=NC=CC1)CC(C)C (3-Chloro-2-isobutylpyridine). Yield: 52.9%. RXN SMILES: [Cl:1][C:2]1[C:3](I)=[N:4][CH:5]=[CH:6][CH:7]=1.[CH2:9](B(O)O)[CH:10]([CH3:12])[CH3:11].C(=O)([O-])[O-].[K+].[K+].CCOC(C)=O>C1COCC1.[Ag]=O>[Cl:1][C:2]1[C:3]([CH2:9][CH:10]([CH3:12])[CH3:11])=[N:4][CH:5]=[CH:6][CH:7]=1 |f:2.3.4|. Procedure details: 3-Chloro-2-iodopyridine (1.552 g, 6.482 mmol), isobutylboronic acid (0.725 g, 7.112 mmol), potassium carbonate (2.7 g, 0.0195 mol) and silver oxide (3.8 g, 0.0164 mol) were suspended in THF (25 mL). The mixture was degassed three times and 1,1-Bis(diphenylphosphino)ferrocene-palladium(11)dichloride dichloromethane (1:1) (0.520 g, 0.637 mmol) was added. The reaction mixture was heated at 75° C. under nitrogen for seven hours. The mixture was diluted EtOAc (15 mL) and washed with an aqueous soluti...